From a dataset of the Open Reaction Database (ORD), a public repository of structured organic reaction records. describe an organic reaction: reactants, conditions, products, and yield Reactants: ClC=1C=C(C(=O)OCC)C=CC1N1CCCC1 (Ethyl 3-chloro-4-(1-pyrrolidinyl)benzoate), [OH-].[Na+] (sodium hydroxide), [OH-].[Na+] (sodium hydroxide). Run in C(C)O (ethanol). Run at temperature 40 celsius. Yields the product ClC=1C=C(C(=O)O)C=CC1N1CCCC1 (3-Chloro-4-(1-pyrrolidinyl)benzoic acid). Yield: 59.2%. As a reaction SMILES: [Cl:1][C:2]1[CH:3]=[C:4]([CH:10]=[CH:11][C:12]=1[N:13]1[CH2:17][CH2:16][CH2:15][CH2:14]1)[C:5]([O:7]CC)=[O:6].[OH-].[Na+]>C(O)C>[Cl:1][C:2]1[CH:3]=[C:4]([CH:10]=[CH:11][C:12]=1[N:13]1[CH2:17][CH2:16][CH2:15][CH2:14]1)[C:5]([OH:7])=[O:6] |f:1.2|. Procedure: A mixture of ethyl 3-chloro-4-(1-pyrrolidinyl)benzoate (D39) (685 mg, 2.71 mmol) and aqueous sodium hydroxide (2M, 1.36 mL, 2.72 mmol) in ethanol (15 mL) was heated at 40° C. for 17 h. Further sodium hydroxide (1.36 mL, 2.72 mmol) was added and the reaction heated for a further 8 h. The mixture was concentrated and the residue dissolved in water (100 mL). The aqueous phase was washed with ethyl acetate (2×100 mL) and then acidified to pH 6. A white solid formed and hence was filtered off, washed... Starting materials: CI, CSCCC(NC(=O)OC(C)(C)C)C(=O)NCC1CCCCC1. Yields the product CC(C)(C)OC(=O)NC1CCN(CC2CCCCC2)C1=O. Reaction SMILES: [CH3:24][I:25].[CH:1]1([CH2:7][NH:8][C:9](=[O:10])[CH:11]([CH2:12][CH2:13][S:14][CH3:15])[NH:16][C:17]([O:18][C:19]([CH3:20])([CH3:21])[CH3:22])=[O:23])[CH2:2][CH2:3][CH2:4][CH2:5][CH2:6]1>>[CH:1]1([CH2:7][N:8]2[C:9](=[O:10])[CH:11]([NH:16][C:17]([O:18][C:19]([CH3:20])([CH3:21])[CH3:22])=[O:23])[CH2:12][CH2:13]2)[CH2:2][CH2:3][CH2:4][CH2:5][CH2:6]1. Yields the product ClC=1C=C(OC2=CC(=C(N)C=C2C)C)C=CC1Cl (4-(3,4-Dichlorophenoxy)-2,5-dimethylaniline). The solvent is O1CCOCC1 (dioxane), Cl (hydrochloric acid). Reaction SMILES: [Cl:1][C:2]1[CH:3]=[C:4]([CH:17]=[CH:18][C:19]=1[Cl:20])[O:5][C:6]1[C:11]([CH3:12])=[CH:10][C:9]([N+:13]([O-])=O)=[C:8]([CH3:16])[CH:7]=1.O.O.[Sn](Cl)Cl.C([O-])(O)=O.[Na+]>O1CCOCC1.Cl>[Cl:1][C:2]1[CH:3]=[C:4]([CH:17]=[CH:18][C:19]=1[Cl:20])[O:5][C:6]1[C:11]([CH3:12])=[CH:10][C:9]([NH2:13])=[C:8]([CH3:16])[CH:7]=1 |f:1.2.3,4.5|. Procedure details: A solution of 18.00 g (57.6 mmol) of 4-(3,4-dichlorophenoxy)-2,5-dimethylnitrobenzene in 40 ml of dioxane and 40 ml of hydrochloric acid is admixed with 39.0 g (173.0 mmol) of tin(II) chloride dihydrate at room temperature and then refluxed for 2 h. It is cooled to room temperature, neutralized with NaHCO3 and extracted repeatedly with dichloromethane, and the extracts are dried over Na2SO4 and filtered, and the solvent is removed under reduced pressure (18.3 g, 89% purity, 99.5% yield, log P (p... Starting materials: ClC=1C=C(OC2=CC(=C(C=C2C)[N+](=O)[O-])C)C=CC1Cl (4-(3,4-dichlorophenoxy)-2,5-dimethylnitrobenzene), O.O.[Sn](Cl)Cl (tin(II) chloride dihydrate), C(=O)(O)[O-].[Na+] (NaHCO3). Yield: 99.5%. Reactants: BrCc1ccccc1, CCc1cc(Br)cc(C)c1O, CC#N, [K+], [K+], O=C([O-])[O-]. Product: CCc1cc(Br)cc(C)c1OCc1ccccc1. RXN SMILES: [Br:18][CH2:19][c:20]1[cH:21][cH:22][cH:23][cH:24][cH:25]1.[Br:1][c:2]1[cH:3][c:4]([CH2:10][CH3:11])[c:5]([OH:9])[c:6]([CH3:8])[cH:7]1.[CH3:26][C:27]#[N:28].[K+:12].[K+:13].[O-:14][C:15]([O-:16])=[O:17]>>[Br:1][c:2]1[cH:3][c:4]([CH2:10][CH3:11])[c:5]([O:9][CH2:19][c:20]2[cH:21][cH:22][cH:23][cH:24][cH:25]2)[c:6]([CH3:8])[cH:7]1. Reactants: B1(c2cc3c(cc2)cn[nH]3)OC(C(O1)(C)C)(C)C, c1(ccc(cc1)Br)CO. Reagents/catalysts: c1ccc(cc1)-c2c3ccccc3cc4ccccc24 (9-Phenylanthracene), [OH-].[Na+] (NaOH), O (water), [Pd].C(P(C(C)(C)C)C(C)(C)C)(C)(C)C.C(P(C(C)(C)C)C(C)(C)C)(C)(C)C. Run in CO (MeOH). Run at temperature 80 celsius, time nan hour. Product: OCc1ccc(cc1)c2ccc3cn[nH]c3c2. RXN SMILES: [OH:1][CH2:2][c:3]1[cH:8][cH:7][c:6](Br)[cH:5][cH:4]1.CC1(C(C)(C)OB([c:9]2[cH:17][c:16]([c:12]3[cH:11][cH:10]2)[nH:15][n:14][cH:13]3)O1)C>>[OH:1][CH2:2][c:3]1[cH:8][cH:7][c:6]([c:9]2[cH:17][c:16]([c:12]3[cH:11][cH:10]2)[nH:15][n:14][cH:13]3)[cH:5][cH:4]1. Reactants: OC=1C=C(C(=O)N)C=CC1 (3-hydroxy-benzamide), COC(C)(C)OC (2,2-dimethoxy-propane), C1(=CC=C(C=C1)S(=O)(=O)O)C (p-toluene sulfonic acid). Run in CC(=O)C (acetone). Yields the product CC1(OC2=C(C(N1)=O)C=CC=C2)C (2,2-dimethyl-2H-benzo[e][1,3]oxazin-4(3H)-one). Isolated yield 86.0%. As a reaction SMILES: O[C:2]1[CH:3]=[C:4]([CH:8]=[CH:9][CH:10]=1)[C:5]([NH2:7])=[O:6].C[O:12][C:13](OC)([CH3:15])[CH3:14].C1(C)C=CC(S(O)(=O)=O)=CC=1>CC(C)=O>[CH3:14][C:13]1([CH3:15])[NH:7][C:5](=[O:6])[C:4]2[CH:3]=[CH:2][CH:10]=[CH:9][C:8]=2[O:12]1. Procedure details: To a solution of 3-hydroxy-benzamide (50 g, 0.36 mol) in acetone (300 mL) was added 2,2-dimethoxy-propane (100 mL) and p-toluene sulfonic acid (5 g, 0.03 mol) and the mixture was heated to reflux overnight. The solvent was evaporated under vacuum to give crude 2,2-dimethyl-2H-benzo[e][1,3]oxazin-4(3H)-one (55 g, 86%) that was used in the next step without further purification. 1H NMR (300 MHz, CDCl3) δ 7.91 (dd, J=1.8, 7.8 Hz 1H), 7.44 (t, J=7.8 Hz 1H), 7.35 (brs, 1H), 7.05 (t, J=7.8 Hz 1H), 6.9... Reactants: COCNC(=O)C1CN(C(=O)OC(C)(C)C)C1, CC(C)[Mg+], [Cl-], C1CCOC1. The product is CC(C)C(=O)C1CN(C(=O)OC(C)(C)C)C1. As a reaction SMILES: [C:1]([CH3:2])([CH3:3])([CH3:4])[O:5][C:6](=[O:7])[N:8]1[CH2:9][CH:10]([C:12]([NH:13][CH2:14][O:15][CH3:16])=[O:17])[CH2:11]1.[CH:19]([CH3:20])([CH3:21])[Mg+:22].[Cl-:18].[O:23]1[CH2:24][CH2:25][CH2:26][CH2:27]1>>[C:1]([CH3:2])([CH3:3])([CH3:4])[O:5][C:6](=[O:7])[N:8]1[CH2:9][CH:10]([C:12](=[O:17])[CH:19]([CH3:20])[CH3:21])[CH2:11]1. The reactants are NC1=NNC2=NC(=CC=C12)CN=[N+]=[N-] (3-amino-6-azidomethyl-7-azaindazole), C1(=CC=CC=C1)P(C1=CC=CC=C1)C1=CC=CC=C1 (triphenylphosphine), O (water). Solvent: C1CCOC1 (THF). Conditions: time 64 hour. The product is NC1=NNC2=NC(=CC=C12)CN (3-Amino-6-aminomethyl-7-azaindazole). Reaction SMILES: [NH2:1][C:2]1[C:10]2[C:5](=[N:6][C:7]([CH2:11][N:12]=[N+]=[N-])=[CH:8][CH:9]=2)[NH:4][N:3]=1.C1(P(C2C=CC=CC=2)C2C=CC=CC=2)C=CC=CC=1.O>C1COCC1>[NH2:1][C:2]1[C:10]2[C:5](=[N:6][C:7]([CH2:11][NH2:12])=[CH:8][CH:9]=2)[NH:4][N:3]=1. Procedure: A mixture of 3-amino-6-azidomethyl-7-azaindazole (60 mg, 0.317 mmol), triphenylphosphine (416 mg, 1.59 mmol) and water (86 mg, 4.76 mmol) in THF (10 mL) was stirred for 64 h. The solvent was evaporated in vacuo and the residue was purified by chromatography on silica (chloroform/ammonia, methanol gradient, 5-10% methanol) to give the title compound as a yellow solid: The reactants are C(C)(C)(C)OC=1C=C(C2=C(N=C(S2)OC(C)C)C1)[C@H](CCl)O ((R)-1-(5-tert-butoxy-2-isopropoxybenzo[d]thiazol-7-yl)-2-chloro-ethanol), [OH-].[Na+] (NaOH). Reagents/catalysts: [I-].C(CCC)[N+](CCCC)(CCCC)CCCC (tetrabutylammonium iodide). The solvent is CC(C)(C)OC (TBME), CC(C)(C)OC (TBME). Reaction conditions: time 4 hour. The product is C(C)(C)(C)OC=1C=C(C2=C(N=C(S2)OC(C)C)C1)[C@H]1OC1 ((R)-5-tert-butoxy-2-isopropoxy-7-oxiranyl-benzothiazole). Isolated yield 97.5%. Reaction SMILES: [C:1]([O:5][C:6]1[CH:7]=[C:8]([C@@H:19]([OH:22])[CH2:20]Cl)[C:9]2[S:13][C:12]([O:14][CH:15]([CH3:17])[CH3:16])=[N:11][C:10]=2[CH:18]=1)([CH3:4])([CH3:3])[CH3:2].[OH-].[Na+]>CC(OC)(C)C.[I-].C([N+](CCCC)(CCCC)CCCC)CCC>[C:1]([O:5][C:6]1[CH:7]=[C:8]([C@@H:19]2[CH2:20][O:22]2)[C:9]2[S:13][C:12]([O:14][CH:15]([CH3:17])[CH3:16])=[N:11][C:10]=2[CH:18]=1)([CH3:4])([CH3:3])[CH3:2] |f:1.2,4.5|. Reported procedure: To a solution of (R)-1-(5-tert-butoxy-2-isopropoxybenzo[d]thiazol-7-yl)-2-chloro-ethanol (140 g, 407.1 mmol) in TBME (420 ml) was added dropwise NaOH aqueous solution (2M, 420 ml) followed by tetrabutylammonium iodide (7.52 g, 20.36 mmol) added in one portion. After 4 h at 26° C., 400 ml TBME was added and the organic layer was separated. The aqueous layer was extracted with TBME (400 ml). The combined organic layers were washed with water (400 ml) and brine (400 ml) to give (R)-5-tert-butoxy-2-... Starting materials: OC=1C=C(C2=C(C(OC[C@@H](C(N[C@@H](CSC2)C(=O)OC)=O)NC(=O)OC(C)(C)C)=O)C1C)O (t-butyl (4R,7S)-1,3,4,5,6,7, 8,10-octahydro-12,14-dihydroxy-4-methoxycarbonyl-11-methyl-6,10-dioxo -9,2,5-benzoxathiaazacyclododecine-7-carbamate), N (ammonia), CO (methanol), N (ammonia). Reaction conditions: time 7 hour. Yields the product C(N)(=O)[C@@H]1CSCC2=C(C(OC[C@@H](C(N1)=O)NC(=O)OC(C)(C)C)=O)C(=C(C=C2O)O)C (tert-butyl (4R, 7S)-4-carbamoyl-1,3,4,5,6,7,8,10-octahydro-12,14-dihydroxy-11-methyl-6,10-dioxo-9,2,5-benzoxathiaazacyclododecine-7-carbamate). Reaction SMILES: [OH:1][C:2]1[CH:3]=[C:4]([OH:33])[C:5]2[CH2:16][S:15][CH2:14][C@@H:13]([C:17]([O:19]C)=O)[NH:12][C:11](=[O:21])[C@@H:10]([NH:22][C:23]([O:25][C:26]([CH3:29])([CH3:28])[CH3:27])=[O:24])[CH2:9][O:8][C:7](=[O:30])[C:6]=2[C:31]=1[CH3:32].CO.[NH3:36]>>[C:17]([C@H:13]1[NH:12][C:11](=[O:21])[C@@H:10]([NH:22][C:23]([O:25][C:26]([CH3:28])([CH3:27])[CH3:29])=[O:24])[CH2:9][O:8][C:7](=[O:30])[C:6]2[C:31]([CH3:32])=[C:2]([OH:1])[CH:3]=[C:4]([OH:33])[C:5]=2[CH2:16][S:15][CH2:14]1)(=[O:19])[NH2:36]. Reported procedure: A solution of 291 mg of the product of Example 2 was dissolved in 6 ml of saturated methanolic ammonia which had been prepared by the introduction of dry ammonia into methanol at 10° C. The solution was kept at 20° C. for 7 hours, and then evaporated in vacuo. The residue was crystallized from ethyl acetate to yield 243 mg of tert-butyl (4R, 7S)-4-carbamoyl-1,3,4,5,6,7,8,10-octahydro-12,14-dihydroxy-11-methyl-6,10-dioxo-9,2,5-benzoxathiaazacyclododecine-7-carbamate as a white solid.